This data is from the Open Reaction Database (ORD), a public repository of structured organic reaction records. The task is: describe an organic reaction: reactants, conditions, products, and yield The reactants are COC(=O)Cc1nc(-c2ccc(C)s2)oc1C, CO, [Na+], [OH-]. The product is Cc1ccc(-c2nc(CC(=O)O)c(C)o2)s1. RXN SMILES: [CH3:1][O:2][C:3]([CH2:4][c:5]1[n:6][c:7](-[c:11]2[s:12][c:13]([CH3:16])[cH:14][cH:15]2)[o:8][c:9]1[CH3:10])=[O:17].[CH3:20][OH:21].[Na+:19].[OH-:18]>>[O:2]=[C:3]([CH2:4][c:5]1[n:6][c:7](-[c:11]2[s:12][c:13]([CH3:16])[cH:14][cH:15]2)[o:8][c:9]1[CH3:10])[OH:17]. The reactants are [Si](C)(C)(C(C)(C)C)O[C@@H]1C=C2C=C[C@@H]([C@@H]([C@H]2[C@H](C1)OC(C(CC)OC1=C(C=CC=C1)CC)=O)CC[C@@H]1C[C@H](CC(O1)=O)O[Si](C)(C)C(C)(C)C)C ((4R,6R)-6-([1S,2S,6S,8S,8aR]-2-{1,2,6,7,8,8a-Hexahydro-6-t-butyldimethylsilyloxy-8-[(2RS)-2-(2-ethylphenoxy)butyryloxy]-2-methyl-1-naphthyl}ethyl)tetrahydro-4-t-butyldimethylsilyloxy-2H-pyran-2-one), solution, [F-].C(CCC)[N+](CCCC)(CCCC)CCCC (tetrabutylammonium fluoride). Run in O1CCCC1 (tetrahydrofuran). Product: O[C@@H]1C=C2C=C[C@@H]([C@@H]([C@H]2[C@H](C1)OC(C(CC)OC1=C(C=CC=C1)CC)=O)CC[C@@H]1C[C@H](CC(O1)=O)O)C ((4R,6R)-6-([1S,2S,6S,8S,8aR]-2-{1,2,6,7,8,8a-Hexahydro-6-hydroxy-8-[(2RS)-2-(2-ethylphenoxy)butyryloxy]-2-methyl-1-naphthyl}ethyl)tetrahydro-4-hydroxy-2H-pyran-2-one). The yield is 48.8%. RXN SMILES: [Si]([O:8][C@H:9]1[CH2:18][C@H:17]([O:19][C:20](=[O:33])[CH:21]([O:24][C:25]2[CH:30]=[CH:29][CH:28]=[CH:27][C:26]=2[CH2:31][CH3:32])[CH2:22][CH3:23])[C@H:16]2[C:11]([CH:12]=[CH:13][C@H:14]([CH3:51])[C@@H:15]2[CH2:34][CH2:35][C@H:36]2[O:41][C:40](=[O:42])[CH2:39][C@H:38]([O:43][Si](C(C)(C)C)(C)C)[CH2:37]2)=[CH:10]1)(C(C)(C)C)(C)C.[F-].C([N+](CCCC)(CCCC)CCCC)CCC>O1CCCC1>[OH:8][C@H:9]1[CH2:18][C@H:17]([O:19][C:20](=[O:33])[CH:21]([O:24][C:25]2[CH:30]=[CH:29][CH:28]=[CH:27][C:26]=2[CH2:31][CH3:32])[CH2:22][CH3:23])[C@H:16]2[C:11]([CH:12]=[CH:13][C@H:14]([CH3:51])[C@@H:15]2[CH2:34][CH2:35][C@H:36]2[O:41][C:40](=[O:42])[CH2:39][C@H:38]([OH:43])[CH2:37]2)=[CH:10]1 |f:1.2|. Reported procedure: A procedure similar to that described in Example 2, above, was followed, but using 900 mg of (4R,6R)-6-([1S,2S,6S,8S,8aR]-2-{1,2,6,7,8,8a-hexahydro-6-t-butyldimethylsilyloxy-8-[(2RS)-2-(2-ethylphenoxy)butyryloxy]-2-methyl-1-naphthyl}ethyl)tetrahydro-4-t-butyldimethylsilyloxy-2H-pyran-2-one [prepared as described in Example 73, above] and 20.0 ml of a 1.0 molar solution of tetrabutylammonium fluoride in tetrahydrofuran, to give 304 mg of the desired compound as white crystals, melting at between ...